From a dataset of the Open Reaction Database (ORD), a public repository of structured organic reaction records. describe an organic reaction: reactants, conditions, products, and yield Reactants: CC#N, O=Cc1ccc(C(F)(F)F)nc1, Cc1cc(N)cc(C)c1NC(=O)CC1CCCC1. Reaction SMILES: [CH3:31][C:32]#[N:33].[F:19][C:20]([c:21]1[cH:22][cH:23][c:24]([CH:27]=[O:28])[cH:25][n:26]1)([F:29])[F:30].[NH2:1][c:2]1[cH:3][c:4]([CH3:18])[c:5]([NH:9][C:10]([CH2:11][CH:12]2[CH2:13][CH2:14][CH2:15][CH2:16]2)=[O:17])[c:6]([CH3:8])[cH:7]1>>[NH:1]([c:2]1[cH:3][c:4]([CH3:18])[c:5]([NH:9][C:10]([CH2:11][CH:12]2[CH2:13][CH2:14][CH2:15][CH2:16]2)=[O:17])[c:6]([CH3:8])[cH:7]1)[CH2:27][c:24]1[cH:23][cH:22][c:21]([C:20]([F:19])([F:29])[F:30])[n:26][cH:25]1. Yields the product Cc1cc(NCc2ccc(C(F)(F)F)nc2)cc(C)c1NC(=O)CC1CCCC1. Starting materials: S(=O)(=O)(O)O.NC=1NC=CN1 (2-aminoimidazole sulfate), BrC1=CC=C(C=C1)[N+](=O)[O-] (4-bromo-1-nitrobenzene), C(=O)([O-])[O-].[K+].[K+] (K2CO3). The reagents and catalysts are C1COCCOCCOCCOCCOCCO1 (18-crown-6). The solvent is CN(C)C=O (DMF), CCOC(=O)C (EtOAc), O (water). Reaction conditions: temperature 80 celsius, time 16 hour. Product: C1=CC(=CC=C1N2C=CN=C2N)[N+](=O)[O-] (4-(2′-amino-imidazol-1′-yl)nitrobenzene). Isolated yield 93.1%. RXN SMILES: S(O)(O)(=O)=O.[NH2:6][C:7]1[NH:8][CH:9]=[CH:10][N:11]=1.Br[C:13]1[CH:18]=[CH:17][C:16]([N+:19]([O-:21])=[O:20])=[CH:15][CH:14]=1.C([O-])([O-])=O.[K+].[K+]>CN(C=O)C.CCOC(C)=O.O.C1OCCOCCOCCOCCOCCOC1>[CH:14]1[C:13]([N:8]2[C:7]([NH2:6])=[N:11][CH:10]=[CH:9]2)=[CH:18][CH:17]=[C:16]([N+:19]([O-:21])=[O:20])[CH:15]=1 |f:0.1,3.4.5|. Procedure details: To a solution of 2-aminoimidazole sulfate (2.24 g, 17 mmol) in DMF (30 mL) was added 4-bromo-1-nitrobenzene (3.4 g, 17 mmol), K2CO3 (4.69 g, 34 mmol) and 18-crown-6 (50 mg), and the resulting mixture was stirred at 80° C. for 16 hours. The mixture was cooled to room temperature, and was diluted with EtOAc (150 mL) and water (50 mL). The organic layer was washed with brine (20 mL×5), dried over MgSO4, and concentrated to give 4-(2′-amino-imidazol-1′-yl)nitrobenzene (3.23 g, 98%). 1H NMR (CD3OD) δ... The reactants are C(C)(C)(C)OC(=O)N1C(CCC1)C(=O)OCC(=O)C=1C=CC2=C(OC3=C2C=CC(=C3)Br)C1 (Pyrrolidine-1,2-dicarboxylic acid 2-[2-(7-bromo-dibenzofuran-3-yl)-2-oxo-ethyl]ester 1-tert-butyl ester), C(CCC)[Sn](C=COCC)(CCCC)CCCC (tributyl(ethoxyvinyl)stannane), C1CC(=O)N(C1=O)Br (NBS), O (Water). Reagents/catalysts: Cl[Pd]([P](C1=CC=CC=C1)(C2=CC=CC=C2)C3=CC=CC=C3)([P](C4=CC=CC=C4)(C5=CC=CC=C5)C6=CC=CC=C6)Cl (PdCl2(PPh3)2). Solvent: O1CCOCC1 (dioxane). Reaction conditions: temperature 80 celsius, time 40 minute. Product: C(C)(C)(C)OC(=O)N1C(CCC1)C(=O)OCC(=O)C=1C=CC2=C(OC3=C2C=CC(=C3)C(CBr)=O)C1 (Pyrrolidine-1,2-dicarboxylic acid 2-{2-[7-(2-bromo-acetyl)-dibenzofuran-3-yl]-2-oxo-ethyl}ester 1-tert-butyl ester). The yield is 75.3%. RXN SMILES: [C:1]([O:5][C:6]([N:8]1[CH2:12][CH2:11][CH2:10][CH:9]1[C:13]([O:15][CH2:16][C:17]([C:19]1[CH:20]=[CH:21][C:22]2[C:26]3[CH:27]=[CH:28][C:29](Br)=[CH:30][C:25]=3[O:24][C:23]=2[CH:32]=1)=[O:18])=[O:14])=[O:7])([CH3:4])([CH3:3])[CH3:2].C([Sn](CCCC)(CCCC)[CH:38]=[CH:39][O:40]CC)CCC.O.C1C(=O)N([Br:59])C(=O)C1>O1CCOCC1.Cl[Pd](Cl)([P](C1C=CC=CC=1)(C1C=CC=CC=1)C1C=CC=CC=1)[P](C1C=CC=CC=1)(C1C=CC=CC=1)C1C=CC=CC=1>[C:1]([O:5][C:6]([N:8]1[CH2:12][CH2:11][CH2:10][CH:9]1[C:13]([O:15][CH2:16][C:17]([C:19]1[CH:20]=[CH:21][C:22]2[C:26]3[CH:27]=[CH:28][C:29]([C:39](=[O:40])[CH2:38][Br:59])=[CH:30][C:25]=3[O:24][C:23]=2[CH:32]=1)=[O:18])=[O:14])=[O:7])([CH3:3])([CH3:4])[CH3:2] |^1:68,87|. Procedure: To the solution of Pyrrolidine-1,2-dicarboxylic acid 2-[2-(7-bromo-dibenzofuran-3-yl)-2-oxo-ethyl]ester 1-tert-butyl ester (250 mg, 0.5 mmol) and tributyl(ethoxyvinyl)stannane (188 μl, 0.55 mmol) in dioxane (3.3 ml) was added PdCl2(PPh3)2 (15 mg). The mixture was heated at 80° C. for 16 hours and was cooled to 0° C. Water (1.1 ml) was added, followed by slow addition of NBS (98 mg, 0.55 mmol) over 5 minutes period. The mixture was stirred at 0° C. for additional 40 minutes, and the solvent was r... Reactants: BrC1=NC=C(C=C1)Br (2,5-dibromopyridine), S1C(=CC=C1)CO (thiophen-2-methanol), ( b ). Yields the product S1C(=CC=C1)COC1=NC=C(C=C1)Br (2-(Thien-2-ylmethoxy)-5-bromopyridine). RXN SMILES: Br[C:2]1[CH:7]=[CH:6][C:5]([Br:8])=[CH:4][N:3]=1.[S:9]1[CH:13]=[CH:12][CH:11]=[C:10]1[CH2:14][OH:15]>>[S:9]1[CH:13]=[CH:12][CH:11]=[C:10]1[CH2:14][O:15][C:2]1[CH:7]=[CH:6][C:5]([Br:8])=[CH:4][N:3]=1. Reported procedure: Prepared from 2,5-dibromopyridine and thiophen-2-methanol by the method of Example 10 (b).